The task is: describe an organic reaction: reactants, conditions, products, and yield. This data is from the Open Reaction Database (ORD), a public repository of structured organic reaction records. Starting materials: C1CCOC1, COc1ccc2[nH]c(C)c(CCO)c2c1C(=O)c1ccc(Cl)cc1, O=C1c2ccccc2C(=O)N1O, c1ccc(P(c2ccccc2)c2ccccc2)cc1. The product is O=C1NC(=O)c2ccccc21. As a reaction SMILES: [CH2:56]1[O:57][CH2:58][CH2:59][CH2:60]1.[Cl:1][c:2]1[cH:3][cH:4][c:5]([C:6]([c:7]2[c:8]([O:9][CH3:10])[cH:11][cH:12][c:13]3[c:14]2[c:15]([CH2:16][CH2:17][OH:18])[c:19]([CH3:20])[nH:21]3)=[O:22])[cH:23][cH:24]1.[OH:44][N:45]1[C:46](=[O:55])[c:47]2[c:48]([cH:51][cH:52][cH:53][cH:54]2)[C:49]1=[O:50].[c:25]1([P:26]([c:27]2[cH:28][cH:29][cH:30][cH:31][cH:32]2)[c:33]2[cH:34][cH:35][cH:36][cH:37][cH:38]2)[cH:39][cH:40][cH:41][cH:42][cH:43]1>>[NH:45]1[C:46](=[O:55])[c:47]2[c:48]([cH:51][cH:52][cH:53][cH:54]2)[C:49]1=[O:50]. Reactants: N(=O)[O-].[Na+] (sodium nitrite), Cl.NC1=CC=C(C[C@H]2NC(OC2)=O)C=C1 ((R)-4-(4-Aminobenzyl]-1,3-oxazolidin-2-one hydrochloride), [Sn](Cl)Cl (tin (II) chloride), Cl (HCl), Cl (HCl). Solvent: O (water), O (water). Conditions: temperature -5 celsius, time 30 minute. Product: Cl.N(N)C1=CC=C(C[C@H]2NC(OC2)=O)C=C1 ((R)-4-(4-Hydrazinobenzyl)-1,3-oxazolidin-2-one hydrochloride). The yield is 100.2%. Reaction SMILES: Cl.[NH2:2][C:3]1[CH:15]=[CH:14][C:6]([CH2:7][C@@H:8]2[CH2:12][O:11][C:10](=[O:13])[NH:9]2)=[CH:5][CH:4]=1.Cl.[N:17]([O-])=O.[Na+].[Sn](Cl)[Cl:22]>O>[ClH:22].[NH:2]([C:3]1[CH:15]=[CH:14][C:6]([CH2:7][C@@H:8]2[CH2:12][O:11][C:10](=[O:13])[NH:9]2)=[CH:5][CH:4]=1)[NH2:17] |f:0.1,3.4,7.8|. Procedure details: The product from step (b) (10.3 g) was suspended in water (53 ml) and c.HCl (106 ml) added dropwise. The resulting mixture was cooled to -5° C. and a solution of sodium nitrite (3.2 g) in water (30 ml) added dropwise to the stirred mixture over 15 minutes followed by 30 minutes' stirring at -5° to 0° C. The solution was then added at 0° C. over 15 minutes to a stirred solution of tin (II) chloride (51 g) in c.HCl (91 ml), followed by 3 hours' stirring at room temperature. The solution was evapor... Starting materials: ClCOCC[Si](C)(C)C ((2-(Chloromethoxy)ethyl)trimethylsilane), IC1=NNC2=CC(=CC=C12)C=O (3-iodo-1H-indazole-6-carbaldehyde), C(C)(=O)OCC (ethyl acetate). Reagents/catalysts: [Br-].C(CCC)[N+](CCCC)(CCCC)CCCC (tetrabutylammonium bromide). Run in C(Cl)Cl (CH2Cl2), [OH-].[K+] (KOH). Run at temperature 0 celsius, time 1.5 hour. Product: IC1=NN(C2=CC=C(C=C12)C=O)COCC[Si](C)(C)C (3-iodo-1-((2-(trimethylsilyl)ethoxy)methyl)-1H-indazole-5-carbaldehyde). As a reaction SMILES: [I:1][C:2]1[C:10]2[C:5](=[CH:6][C:7](C=O)=[CH:8][CH:9]=2)[NH:4][N:3]=1.Cl[CH2:14][O:15][CH2:16][CH2:17][Si:18]([CH3:21])([CH3:20])[CH3:19].[C:22](OCC)(=[O:24])C>C(Cl)Cl.[OH-].[K+].[Br-].C([N+](CCCC)(CCCC)CCCC)CCC>[I:1][C:2]1[C:10]2[C:5](=[CH:6][CH:7]=[C:8]([CH:22]=[O:24])[CH:9]=2)[N:4]([CH2:14][O:15][CH2:16][CH2:17][Si:18]([CH3:21])([CH3:20])[CH3:19])[N:3]=1 |f:4.5,6.7|. Procedure: To a suspension of 3-iodo-1H-indazole-6-carbaldehyde (126.6 mg, 0.46 mmol) in CH2Cl2 (5 mL) and 50% aq. KOH (1.0 mL) was added tetrabutylammonium bromide (3.4 mg, 0.01 mmol) and the solution cooled to 0° C. (2-(Chloromethoxy)ethyl)trimethylsilane (0.10 mL, 0.56 mmol) was then added dropwise and the reaction stirred at 0° C. for 1.5 hours. The solution was then transferred to a sep. funnel containing ethyl acetate (200 mL) and the organic layer was washed with water (2×20 mL) and brine (20 mL), d... Starting materials: BrC=1C=C(C=CC1Br)C=CCO (3-(3,4-dibromophenyl)prop-2-en-1-ol), C(C)[Zn]CC (diethyl zinc). Solvent: CCCCCC (hexane). The product is BrC=1C=C(C=CC1Br)[C@H]1[C@@H](C1)CO ((±)-[Trans-2-(3,4-dibromophenyl)cyclopropyl]methanol). As a reaction SMILES: [Br:1][C:2]1[CH:3]=[C:4]([CH:9]=[CH:10][CH2:11][OH:12])[CH:5]=[CH:6][C:7]=1[Br:8].[CH2:13]([Zn]CC)C>CCCCCC>[Br:1][C:2]1[CH:3]=[C:4]([C@@H:9]2[CH2:13][C@H:10]2[CH2:11][OH:12])[CH:5]=[CH:6][C:7]=1[Br:8]. Reported procedure: The above alcohol (2 g) was treated with diethyl zinc (35 ml) and dioodomethyl 15.52 ml) in hexane in the usual manner to give (±)-[Trans-2-(3,4-dibromophenyl)cyclopropyl]methanol (1.3 g). NMR 1H: 7.40(1H,d), 7.30(1H,d), 6.76(1H,dd), 3.53(2H,d), 2.30(1H,s), 1.68(1H,m), 1.33(1H,m), 0.87(2H,m). Reactants: C(C)(C)(C)OC(=O)N1CCC(CC1)C(=O)C1=NC2=C(N1)C=CC=C2 (1-(t-butoxycarbonyl)-4-(1H-benzoimidazole-2-carbonyl)-piperidine), CCOC(=O)/N=N/C(=O)OCC (diethylazodicarboxylate), FC1=CC=C(CO)C=C1 (4-fluorobenzyl alcohol), C1(=CC=CC=C1)P(C1=CC=CC=C1)C1=CC=CC=C1 (triphenylphosphine). Solvent: C(C)(=O)OCC.CCCCCC (ethyl acetate hexane), O1CCCC1 (tetrahydrofuran). Run at time 23 hour. Product: C(C)(C)(C)OC(=O)N1CCC(CC1)C(=O)C1=NC2=C(N1CC1=CC=C(C=C1)F)C=CC=C2 (1-(t-butoxycarbonyl)-4-(1-(4-fluoro-benzyl)-1H-benzoimidazole-2-carbonyl)-piperidine). As a reaction SMILES: [C:1]([O:5][C:6]([N:8]1[CH2:13][CH2:12][CH:11]([C:14]([C:16]2[NH:20][C:19]3[CH:21]=[CH:22][CH:23]=[CH:24][C:18]=3[N:17]=2)=[O:15])[CH2:10][CH2:9]1)=[O:7])([CH3:4])([CH3:3])[CH3:2].[F:25][C:26]1[CH:33]=[CH:32][C:29]([CH2:30]O)=[CH:28][CH:27]=1.C1(P(C2C=CC=CC=2)C2C=CC=CC=2)C=CC=CC=1.CCOC(/N=N/C(OCC)=O)=O>O1CCCC1.C(OCC)(=O)C.CCCCCC>[C:1]([O:5][C:6]([N:8]1[CH2:9][CH2:10][CH:11]([C:14]([C:16]2[N:17]([CH2:30][C:29]3[CH:32]=[CH:33][C:26]([F:25])=[CH:27][CH:28]=3)[C:18]3[CH:24]=[CH:23][CH:22]=[CH:21][C:19]=3[N:20]=2)=[O:15])[CH2:12][CH2:13]1)=[O:7])([CH3:4])([CH3:2])[CH3:3] |f:5.6|. Procedure: Combine 1-(t-butoxycarbonyl)-4-(1H-benzoimidazole-2-carbonyl)-piperidine (1.50 g, 4.57 mmol), 4-fluorobenzyl alcohol (0.50 mL, 4.58 mmol) and triphenylphosphine (1.44 g, 5.50 mmol) in tetrahydrofuran (15 mL). Add diethylazodicarboxylate (0.87 mL, 5.50 mmol) dropwise at room temperature. After 23 hours, evaporate the reaction mixture in vacuo to give a residue. Chromatograph the residue on silica gel eluting with 25% ethyl acetate/hexane to give 1-(t-butoxycarbonyl)-4-(1-(4-fluoro-benzyl)-1H-benz... The reactants are C(C1=CC=CC=C1)N1CC(CC1)C1=CC=C(C=N1)NS(=O)(=O)C1=CC=C(C=C1)C(C)C (N-[6-(1-benzyl-pyrrolidin-3-yl)-pyridin-3-yl]-4-isopropyl-benzene-sulfonamide). Reagents/catalysts: [Pd] (Pd/C). The solvent is CO (methanol). Reaction conditions: time 4 hour. Yields the product N1CC(CC1)C1=CC=C(C=N1)NS(=O)(=O)C1=CC=C(C=C1)C(C)C (N-[6-(Pyrrolidin-3-yl)-pyridin-3-yl]-4-isopropyl-benzene-sulfonamide). RXN SMILES: C([N:8]1[CH2:12][CH2:11][CH:10]([C:13]2[N:18]=[CH:17][C:16]([NH:19][S:20]([C:23]3[CH:28]=[CH:27][C:26]([CH:29]([CH3:31])[CH3:30])=[CH:25][CH:24]=3)(=[O:22])=[O:21])=[CH:15][CH:14]=2)[CH2:9]1)C1C=CC=CC=1>CO.[Pd]>[NH:8]1[CH2:12][CH2:11][CH:10]([C:13]2[N:18]=[CH:17][C:16]([NH:19][S:20]([C:23]3[CH:24]=[CH:25][C:26]([CH:29]([CH3:31])[CH3:30])=[CH:27][CH:28]=3)(=[O:22])=[O:21])=[CH:15][CH:14]=2)[CH2:9]1. Procedure details: 0.12 g of N-[6-(1-benzyl-pyrrolidin-3-yl)-pyridin-3-yl]-4-isopropyl-benzene-sulfonamide (0.28 mmol) were dissolved in 20 ml of methanol, a tip of a spatula 10% Pd/C was added, and the reaction mixture was hydrogenated for 2 h at room temperature and 4 h at 50° C. The catalyst was removed by filtration and the filtrate evaporated to dryness to yield 0.088 g of the desired debenzylated compound. Reactants: N#Cc1cc(B(O)O)ccc1F, O=C([O-])[O-], CC#N, [K+], [K+], CC(C)(C)OC(=O)NC1(C(=O)NC(Cc2ccc(I)cc2)C(N)=O)CCOCC1. Yields the product CC(C)(C)OC(=O)NC1(C(=O)NC(Cc2ccc(-c3ccc(F)c(C#N)c3)cc2)C(N)=O)CCOCC1. As a reaction SMILES: [C:30](#[N:31])[c:32]1[cH:33][c:34]([B:39]([OH:40])[OH:41])[cH:35][cH:36][c:37]1[F:38].[C:42](=[O:43])([O-:44])[O-:45].[CH3:48][C:49]#[N:50].[K+:46].[K+:47].[NH2:1][C:2]([CH:3]([CH2:4][c:5]1[cH:6][cH:7][c:8]([I:11])[cH:9][cH:10]1)[NH:12][C:13](=[O:14])[C:15]1([NH:21][C:22]([O:23][C:24]([CH3:25])([CH3:26])[CH3:27])=[O:28])[CH2:16][CH2:17][O:18][CH2:19][CH2:20]1)=[O:29]>>[NH2:1][C:2]([CH:3]([CH2:4][c:5]1[cH:6][cH:7][c:8](-[c:34]2[cH:33][c:32]([C:30]#[N:31])[c:37]([F:38])[cH:36][cH:35]2)[cH:9][cH:10]1)[NH:12][C:13](=[O:14])[C:15]1([NH:21][C:22]([O:23][C:24]([CH3:25])([CH3:26])[CH3:27])=[O:28])[CH2:16][CH2:17][O:18][CH2:19][CH2:20]1)=[O:29].